From a dataset of the Open Reaction Database (ORD), a public repository of structured organic reaction records. describe an organic reaction: reactants, conditions, products, and yield Reactants: C(C)(C)(C)[Si](OC1=CC=C(C=C1)C1=NOC(=C1C1=CC=CC=C1)C1(CC1)CO)(C)C ((1-{3-[4-(tert-butyl-dimethyl-silanyloxy)-phenyl]-4-phenyl-isoxazol-5-yl}-cyclopropyl)-methanol), C(C)(C)(C)[Si](OC1=CC=C(C=C1)C1=NOC(=C1C1=CC=CC=C1)C1(CC1)CO)(C)C ((1-{3-[4-(tert-butyl-dimethyl-silanyloxy)-phenyl]-4-phenyl-isoxazol-5-yl}-cyclopropyl)-methanol), N1=CC=CC=C1 (pyridine), CS(=O)(=O)Cl (methanesulfonyl chloride). Reagents/catalysts: CN(C1=CC=NC=C1)C (4-dimethylaminopyridine). The solvent is ClCCl (dichloromethane), ClCCl (dichloromethane). Run at temperature 0 celsius, time 30 minute. Product: C(C)(C)(C)[Si](OC1=CC=C(C=C1)C1=NOC(=C1C1=CC=CC=C1)C1(CC1)COS(=O)(=O)C)(C)C (methanesulfonic acid 1-{3-[4-(tert-butyl-dimethyl-silanyloxy)-phenyl]-4-phenyl-isoxazol-5-yl}-cyclopropylmethyl ester). Reaction SMILES: [C:1]([Si:5]([CH3:30])([CH3:29])[O:6][C:7]1[CH:12]=[CH:11][C:10]([C:13]2[C:17]([C:18]3[CH:23]=[CH:22][CH:21]=[CH:20][CH:19]=3)=[C:16]([C:24]3([CH2:27][OH:28])[CH2:26][CH2:25]3)[O:15][N:14]=2)=[CH:9][CH:8]=1)([CH3:4])([CH3:3])[CH3:2].N1C=CC=CC=1.[CH3:37][S:38](Cl)(=[O:40])=[O:39]>ClCCl.CN(C)C1C=CN=CC=1>[C:1]([Si:5]([CH3:30])([CH3:29])[O:6][C:7]1[CH:8]=[CH:9][C:10]([C:13]2[C:17]([C:18]3[CH:23]=[CH:22][CH:21]=[CH:20][CH:19]=3)=[C:16]([C:24]3([CH2:27][O:28][S:38]([CH3:37])(=[O:40])=[O:39])[CH2:26][CH2:25]3)[O:15][N:14]=2)=[CH:11][CH:12]=1)([CH3:4])([CH3:3])[CH3:2]. Procedure details: To a mixture consisting of (1-{3-[4-(tert-butyl-dimethyl-silanyloxy)-phenyl]-4-phenyl-isoxazol-5-yl}-cyclopropyl)-methanol (Example 1, Compound E, 2.0 g) in dichloromethane (30 mL) is added sequentially pyridine (0.60 mL), methanesulfonyl chloride (0.55 mL), and 4-dimethylaminopyridine (0.06 g) at 0° C. under a nitrogen atmosphere. The mixture is stirred at 0° C. for 30 minutes and is warmed to room temperature. The mixture is stirred at room temperature for four hours and is then diluted with d...